From a dataset of the Open Reaction Database (ORD), a public repository of structured organic reaction records. describe an organic reaction: reactants, conditions, products, and yield The reactants are Clc1ccc(-c2cc3c4c(c2)C2CNCCC2N4CC3)c(Cl)c1, O=C(CCCCl)c1ccc(F)cc1. Yields the product O=C(CCCN1CCC2C(C1)c1cc(-c3ccc(Cl)cc3Cl)cc3c1N2CC3)c1ccc(F)cc1. As a reaction SMILES: [Cl:1][c:2]1[c:3](-[c:9]2[cH:10][c:11]3[c:15]4[c:16]([cH:17]2)[CH2:18][CH2:19][N:14]4[CH:13]2[CH:12]3[CH2:23][NH:22][CH2:21][CH2:20]2)[cH:4][cH:5][c:6]([Cl:8])[cH:7]1.[Cl:24][CH2:25][CH2:26][CH2:27][C:28](=[O:29])[c:30]1[cH:31][cH:32][c:33]([F:36])[cH:34][cH:35]1>>[Cl:1][c:2]1[c:3](-[c:9]2[cH:10][c:11]3[c:15]4[c:16]([cH:17]2)[CH2:18][CH2:19][N:14]4[CH:13]2[CH:12]3[CH2:23][N:22]([CH2:25][CH2:26][CH2:27][C:28](=[O:29])[c:30]3[cH:31][cH:32][c:33]([F:36])[cH:34][cH:35]3)[CH2:21][CH2:20]2)[cH:4][cH:5][c:6]([Cl:8])[cH:7]1. The reactants are ClC=1C=C(C=C(C1)Cl)SC1=C(N=C(N1CCC1=NC=CC=C1)COCC1=CC=C(C=C1)OC)C(C)C (5-(3,5-dichlorophenylthio)-4-isopropyl-2-(p-methoxybenzyloxymethyl)-1-(2-(2-pyridyl)ethyl)-1H-imidazole), C(C)O (ethanol), Cl (hydrochloric acid). Run in CO (methanol). Run at temperature 90 celsius, time 2 hour. The product is ClC=1C=C(C=C(C1)Cl)SC1=C(N=C(N1CCC1=NC=CC=C1)CO)C(C)C (5-(3,5-dichlorophenylthio)-4-isopropyl-2-hydroxymethyl-1-(2-(2-pyridyl)ethyl)-1H-imidazole). Yield: 51.3%. As a reaction SMILES: [Cl:1][C:2]1[CH:3]=[C:4]([S:9][C:10]2[N:14]([CH2:15][CH2:16][C:17]3[CH:22]=[CH:21][CH:20]=[CH:19][N:18]=3)[C:13]([CH2:23][O:24]CC3C=CC(OC)=CC=3)=[N:12][C:11]=2[CH:34]([CH3:36])[CH3:35])[CH:5]=[C:6]([Cl:8])[CH:7]=1.C(O)C.Cl>CO>[Cl:8][C:6]1[CH:5]=[C:4]([S:9][C:10]2[N:14]([CH2:15][CH2:16][C:17]3[CH:22]=[CH:21][CH:20]=[CH:19][N:18]=3)[C:13]([CH2:23][OH:24])=[N:12][C:11]=2[CH:34]([CH3:36])[CH3:35])[CH:3]=[C:2]([Cl:1])[CH:7]=1. Reported procedure: To 1.43 g of 5-(3,5-dichlorophenylthio)-4-isopropyl-2-(p-methoxybenzyloxymethyl)-1-(2-(2-pyridyl)ethyl)-1H-imidazole was added 20 ml of ethanol and 40 ml of 36% hydrochloric acid, and the mixture was stirred at 90° C. for 2 hours. After completion of the reaction, the solvent was distilled off under reduced pressure, an aqueous sodium hydrogen carbonate solution was added, and extracted with ethyl acetate. The extract was dried over sodium sulfate, and the solvent was distilled off under reduced... Reactants: C(=O)(C(F)(F)F)O (TFA), COC(C(CCCNC(=O)OC(C)(C)C)O)=O (5-tert-butoxycarbonylamino-2-hydroxy-pentanoic acid methyl ester). The solvent is C(Cl)Cl (methylene chloride). Reaction conditions: time 3 hour. The product is COC(C(CCCN)O)=O (5-amino-2-hydroxy-pentanoic acid methyl ester). Reaction SMILES: C(O)(C(F)(F)F)=O.[CH3:8][O:9][C:10](=[O:24])[CH:11]([OH:23])[CH2:12][CH2:13][CH2:14][NH:15]C(OC(C)(C)C)=O>C(Cl)Cl>[CH3:8][O:9][C:10](=[O:24])[CH:11]([OH:23])[CH2:12][CH2:13][CH2:14][NH2:15]. Procedure: TFA (2 mL) was added to a solution of 5-tert-butoxycarbonylamino-2-hydroxy-pentanoic acid methyl ester in methylene chloride (10 mL) and the mixture was stirred for 3 h and then concentrated under reduced pressure to give crude 5-amino-2-hydroxy-pentanoic acid methyl ester (1 g). Yield: 91.4%. Reported procedure: A mixture of 1-[3-phenyl-1-(toluene-4-sulfonyl)-1H-indol-2-yl]ethylamine (294 mg, 0.753 mmol), 6-chloro-9H-purine (140 mg, 0.903 mmol) and DIPEA (0.20 mL, 1.13 mmol) in n-butanol (1.5 mL) was stirred in a sealed tube for 56 h at 120° C. After cooling to RT, the crude reaction mixture was loaded onto an Isolute® SCX-2 cartridge which was washed with MeOH and the product eluted with 2M NH3/MeOH. The product containing fractions were combined and concentrated under reduced pressure. The resulting r... Product: C1(=CC=CC=C1)C1=C(N(C2=CC=CC=C12)S(=O)(=O)C1=CC=C(C)C=C1)C(C)NC1=C2N=CNC2=NC=N1 (N-(1-(3-phenyl-1-tosyl-1H-indol-2-yl)ethyl)-9H-purin-6-amine). The solvent is C(CCC)O (n-butanol). Reactants: C1(=CC=CC=C1)C1=C(N(C2=CC=CC=C12)S(=O)(=O)C1=CC=C(C=C1)C)C(C)N (1-[3-phenyl-1-(toluene-4-sulfonyl)-1H-indol-2-yl]ethylamine), ClC1=C2N=CNC2=NC=N1 (6-chloro-9H-purine), CCN(C(C)C)C(C)C (DIPEA). Reaction conditions: temperature 120 celsius, time 56 hour. As a reaction SMILES: [C:1]1([C:7]2[C:15]3[C:10](=[CH:11][CH:12]=[CH:13][CH:14]=3)[N:9]([S:16]([C:19]3[CH:24]=[CH:23][C:22]([CH3:25])=[CH:21][CH:20]=3)(=[O:18])=[O:17])[C:8]=2[CH:26]([NH2:28])[CH3:27])[CH:6]=[CH:5][CH:4]=[CH:3][CH:2]=1.Cl[C:30]1[N:38]=[CH:37][N:36]=[C:35]2[C:31]=1[N:32]=[CH:33][NH:34]2.CCN(C(C)C)C(C)C>C(O)CCC>[C:1]1([C:7]2[C:15]3[C:10](=[CH:11][CH:12]=[CH:13][CH:14]=3)[N:9]([S:16]([C:19]3[CH:20]=[CH:21][C:22]([CH3:25])=[CH:23][CH:24]=3)(=[O:17])=[O:18])[C:8]=2[CH:26]([NH:28][C:30]2[N:38]=[CH:37][N:36]=[C:35]3[C:31]=2[N:32]=[CH:33][NH:34]3)[CH3:27])[CH:2]=[CH:3][CH:4]=[CH:5][CH:6]=1. The reactants are FC=1C=C(OCC(=O)O)C=CC1C(CC(=O)C1=CN(C(C=C1)=O)C)C1=C(C=CC=C1)C ({3-fluoro-4-[3-(1-methyl-6-oxo-1,6-dihydro-pyridin-3-yl)-3-oxo-1-o-tolyl-propyl]-phenoxy}-acetic acid), Cl.NO (hydroxylamine hydrochloride), C(=O)(O)[O-].[Na+] (NaHCO3). Product: FC=1C=C(OCC(=O)O)C=CC1C(C\C(\C1=CN(C(C=C1)=O)C)=N/O)C1=C(C=CC=C1)C ({3-Fluoro-4-[3-[(E)-hydroxyimino]-3-(1-methyl-6-oxo-1,6-dihydro-pyridin-3-yl)-1-o-tolyl-propyl]-phenoxy}-acetic acid). RXN SMILES: [F:1][C:2]1[CH:3]=[C:4]([CH:10]=[CH:11][C:12]=1[CH:13]([C:25]1[CH:30]=[CH:29][CH:28]=[CH:27][C:26]=1[CH3:31])[CH2:14][C:15]([C:17]1[CH:22]=[CH:21][C:20](=[O:23])[N:19]([CH3:24])[CH:18]=1)=O)[O:5][CH2:6][C:7]([OH:9])=[O:8].Cl.[NH2:33][OH:34].C([O-])(O)=O.[Na+]>>[F:1][C:2]1[CH:3]=[C:4]([CH:10]=[CH:11][C:12]=1[CH:13]([C:25]1[CH:30]=[CH:29][CH:28]=[CH:27][C:26]=1[CH3:31])[CH2:14]/[C:15](=[N:33]\[OH:34])/[C:17]1[CH:22]=[CH:21][C:20](=[O:23])[N:19]([CH3:24])[CH:18]=1)[O:5][CH2:6][C:7]([OH:9])=[O:8] |f:1.2,3.4|. Reported procedure: In analogy to example 151, step 3, {3-fluoro-4-[3-(1-methyl-6-oxo-1,6-dihydro-pyridin-3-yl)-3-oxo-1-o-tolyl-propyl]-phenoxy}-acetic acid was reacted with hydroxylamine hydrochloride in the presence of NaHCO3 to give the title compound containing less than 10% of the corresponding Z isomer as a light brown solid, MS (ESI+): m/z=439.2 [M+H]+.